Dataset: the Open Reaction Database (ORD), a public repository of structured organic reaction records. Task: describe an organic reaction: reactants, conditions, products, and yield Reactants: Cl (hydrochloric acid), NC(C(=O)O)(CCCNC(=O)OC(C)(C)C)C(F)F (2-amino-5-tert-butoxycarbonylamino-2-difluoromethylpentanoic acid), C(C)(=O)Cl (acetylchloride). The solvent is [OH-].[Na+] (sodium hydroxide), [OH-].[Na+] (sodium hydroxide). Run at time 3 hour. The product is C(C)(=O)NC(C(=O)O)(CCCN)C(F)F (2-Acetylamino-5-amino-2-difluoromethylpentanoic acid). Reaction SMILES: [NH2:1][C:2]([CH:17]([F:19])[F:18])([CH2:6][CH2:7][CH2:8][NH:9]C(OC(C)(C)C)=O)[C:3]([OH:5])=[O:4].[C:20](Cl)(=[O:22])[CH3:21].Cl>[OH-].[Na+]>[C:20]([NH:1][C:2]([CH:17]([F:18])[F:19])([CH2:6][CH2:7][CH2:8][NH2:9])[C:3]([OH:5])=[O:4])(=[O:22])[CH3:21] |f:3.4|. Procedure: To a solution of 2.9 g of 2-amino-5-tert-butoxycarbonylamino-2-difluoromethylpentanoic acid in 10.5 ml of 1M sodium hydroxide is added at 0° C. simultaneously 0.19 g of acetylchloride and 5 ml of 2M aqueous sodium hydroxide. The reaction mixture is stirred for 3 hours at room temperature. The alkaline aqueous solution is then adjusted to a pH of 2 with hydrochloric acid and extracted with ethylacetate. After usual work-up the solvent is evaporated and the residue taken up in trifluoroacetic acid... Reactants: CC1CC(OC1)=O (4-Methyl-dihydro-furan-2-one), CO (MeOH), S(=O)(Cl)Cl (Thionyl chloride). Reaction conditions: temperature -10 celsius, time 16 hour. Product: COC(CC(CCl)C)=O (4-Chloro-3-methyl-butyric acid methyl ester). Yield: 87.0%. As a reaction SMILES: [CH3:1][CH:2]1[CH2:6][O:5][C:4](=O)[CH2:3]1.S(Cl)([Cl:10])=O.[CH3:12][OH:13]>>[CH3:12][O:13][C:4](=[O:5])[CH2:3][CH:2]([CH3:1])[CH2:6][Cl:10]. Reported procedure: 4-Methyl-dihydro-furan-2-one (4 g, 39.95 mmol) was dissolved in MeOH (10 ml) and the solution was cooled to −10° C. Thionyl chloride (3.6 ml, 49.9 mmol) was added dropwise. The mixture was stirred at −10° C. for 2 hrs and hereafter for 16 hrs at room temperature. The mixture was concentrated in vacuo to give crude 4-Chloro-3-methyl-butyric acid methyl ester (4 g, 87%) which was used in the next step without further purification. Starting materials: C(C)(C)(C)OC(NC1=C(C=C(C(=C1)OCC)C(F)(F)F)N)=O ([2-amino-5-ethoxy-4-trifluoromethyl-phenyl]-carbamic acid tert-butyl ester), C(C)(C)(C)OC(CC(=O)C1=CC(=CC=C1)C1=C(C(=NC=C1)C)C)=O (3-[3-(2,3-dimethyl-pyridin-4-yl)-phenyl]-3-oxo-propionic acid tert-butyl ester). Product: C(C)(C)(C)OC(NC1=C(C=C(C(=C1)OCC)C(F)(F)F)NC(CC(=O)C1=CC(=CC=C1)C1=C(C(=NC=C1)C)C)=O)=O (5-Ethoxy-[2-{3-[3-(2,3-dimethyl-pyridin-4-yl)-phenyl]-3-oxo-propionylamino}-4-trifluoromethyl-phenyl]-carbamic acid tert-butyl ester), oil. The yield is 82.0%. As a reaction SMILES: [C:1]([O:5][C:6](=[O:22])[NH:7][C:8]1[CH:13]=[C:12]([O:14][CH2:15][CH3:16])[C:11]([C:17]([F:20])([F:19])[F:18])=[CH:10][C:9]=1[NH2:21])([CH3:4])([CH3:3])[CH3:2].C([O:27][C:28](=O)[CH2:29][C:30]([C:32]1[CH:37]=[CH:36][CH:35]=[C:34]([C:38]2[CH:43]=[CH:42][N:41]=[C:40]([CH3:44])[C:39]=2[CH3:45])[CH:33]=1)=[O:31])(C)(C)C>>[C:1]([O:5][C:6](=[O:22])[NH:7][C:8]1[CH:13]=[C:12]([O:14][CH2:15][CH3:16])[C:11]([C:17]([F:20])([F:19])[F:18])=[CH:10][C:9]=1[NH:21][C:28](=[O:27])[CH2:29][C:30]([C:32]1[CH:37]=[CH:36][CH:35]=[C:34]([C:38]2[CH:43]=[CH:42][N:41]=[C:40]([CH3:44])[C:39]=2[CH3:45])[CH:33]=1)=[O:31])([CH3:2])([CH3:3])[CH3:4]. Procedure details: The title compound was prepared from [2-amino-5-ethoxy-4-trifluoromethyl-phenyl]-carbamic acid tert-butyl ester (Example J8) (240 mg, 0.75 mmol) and 3-[3-(2,3-dimethyl-pyridin-4-yl)-phenyl]-3-oxo-propionic acid tert-butyl ester (Example K18) (244 mg, 0.75 mmol) according to the general procedure M. Obtained as a light yellow oil (350 mg, 82%). Starting materials: C/C=C(\CC[C@@H](C)[C@H]1CC[C@@H]2[C@@]1(CC[C@H]3[C@H]2CC=C4[C@@]3(CC[C@@H](C4)O)C)C)/C(C)C (Fucosterol), C(=O)=O.CC(=O)C (dry ice acetone), C(C)(=O)O (acetic acid), C/C=C(\CC[C@@H](C)[C@H]1CC[C@@H]2[C@@]1(CC[C@H]3[C@H]2CC=C4[C@@]3(CC[C@@H](C4)O)C)C)/C(C)C (fucosterol), O=[O+][O-] (ozone), O=O (O2), ozonide. The reagents and catalysts are [Zn] (zinc). Run in C(Cl)Cl (methylene chloride). The product is O=C(C(C)C)CC[C@@H](C)[C@H]1CC[C@H]2[C@@H]3CC=C4C[C@@H](O)CC[C@]4(C)[C@H]3CC[C@]12C (24-ketocholesterol). Yield: 70.3%. As a reaction SMILES: C/C=[C:3](/[CH:28]([CH3:30])[CH3:29])\[CH2:4][CH2:5][C@H:6]([C@@H:8]1[C@@:12]2([CH3:27])[CH2:13][CH2:14][C@@H:15]3[C@@:20]4([CH3:26])[CH2:21]C[C@H](O)[CH2:24][C:19]4=[CH:18][CH2:17][C@H:16]3[C@@H:11]2[CH2:10][CH2:9]1)[CH3:7].C(=O)=[O:32].CC(C)=O.O=[O+][O-].O=O.[C:43]([OH:46])(=O)[CH3:44]>[Zn].C(Cl)Cl>[O:32]=[C:3]([CH2:4][CH2:5][C@H:6]([C@@H:8]1[C@:12]2([CH3:27])[C@H:11]([C@H:16]3[C@H:15]([CH2:14][CH2:13]2)[C@:20]2([CH3:21])[C:19]([CH2:24][C@H:43]([CH2:44][CH2:26]2)[OH:46])=[CH:18][CH2:17]3)[CH2:10][CH2:9]1)[CH3:7])[CH:28]([CH3:29])[CH3:30] |f:1.2|. Procedure: Fucosterol (4.1 g) was dissolved in 100 ml. of methylene chloride, and while cooling the solution with dry ice-acetone to about -20° C., the fucosterol was oxidized for 30 minutes with ozone at a rate of generation of 0.86 g/hr and in a concentration of 17.2 g/m3 (O2). After the reaction, 8 g of zinc powder and 200 ml. of acetic acid were added, and the resulting ozonide was reductively decomposed at room temperature for 24 hours. The resulting zinc acetate was separated by filtration, and washe... Starting materials: CC(C)(C)C(=O)OCC(F)(F)S(=O)[O-], [Na+], [Na], O=[W](=O)([O-])[O-], O. Yields the product CC(C)(C)C(=O)OCC(F)(F)S(=O)(=O)[O-], [Na+]. RXN SMILES: [F:1][C:2]([CH2:3][O:4][C:5]([C:6]([CH3:7])([CH3:8])[CH3:9])=[O:10])([S:11](=[O:12])[O-:13])[F:14].[Na+:15].[Na:17].[O-:18][W:19](=[O:20])(=[O:21])[O-:22].[OH2:16]>>[F:1][C:2]([CH2:3][O:4][C:5]([C:6]([CH3:7])([CH3:8])[CH3:9])=[O:10])([S:11](=[O:12])(=[O:13])[O-:16])[F:14].[Na+:15]. Starting materials: Cl (hydrochloric acid), CC(=O)OCC1=C(N2[C@@H]([C@@H](C2=O)N)SC1)C(=O)O (7-aminocephalosporanic acid), SC=1SC2=C(N1)C=CC=C2 (2-mercaptobenzothiazole), C([O-])(O)=O.[Na+] (sodium bicarbonate). Solvent: O (water), CC(=O)C (acetone). The product is NC1[C@@H]2N(C(=C(CS2)CSC=2SC3=C(N2)C=CC=C3)C(=O)O)C1=O (7-amino-3-(benzothiazol-2-yl)thiomethyl-3-cephem-4-carboxylic acid). The yield is 58.1%. As a reaction SMILES: CC(O[CH2:5][C:6]1[CH2:15][S:14][C@@H:9]2[C@H:10]([NH2:13])[C:11](=[O:12])[N:8]2[C:7]=1[C:16]([OH:18])=[O:17])=O.[SH:19][C:20]1[S:21][C:22]2[CH:28]=[CH:27][CH:26]=[CH:25][C:23]=2[N:24]=1.C(=O)(O)[O-].[Na+].Cl>O.CC(C)=O>[NH2:13][CH:10]1[C:11](=[O:12])[N:8]2[C:7]([C:16]([OH:18])=[O:17])=[C:6]([CH2:5][S:19][C:20]3[S:21][C:22]4[CH:28]=[CH:27][CH:26]=[CH:25][C:23]=4[N:24]=3)[CH2:15][S:14][C@H:9]12 |f:2.3|. Reported procedure: To a mixture of 7-aminocephalosporanic acid (23.1 g., purity 86.4%) and 2-mercaptobenzothiazole (14.7 g.) in water (800 ml.), sodium bicarbonate (13.5 g.) was added portionwise with stirring, and acetone (250 ml.) was added thereto. The mixture was stirred at 73° C. for 4.5 hours, cooled below 20° C. and adjusted to pH 3.4 with 6N hydrochloric acid. The precipitating crystals were collected by filtration, washed with water and acetone in turn and dried under reduced pressure to give 7-amino-3-(b... Reactants: ice, B(Br)(Br)Br (Boron tribromide), solution, BrC1=C(C(=CC(=C1)Cl)OC)Cl (1-bromo-2,5-dichloro-3-methoxybenzene). Run in ClCCl (dichloromethane), ClCCl (dichloromethane), O (water). Reaction conditions: time 21 hour. The product is BrC=1C(=C(C=C(C1)Cl)O)Cl (3-bromo-2,5-dichlorophenol). Reaction SMILES: B(Br)(Br)Br.[Br:5][C:6]1[CH:11]=[C:10]([Cl:12])[CH:9]=[C:8]([O:13]C)[C:7]=1[Cl:15]>ClCCl.O>[Br:5][C:6]1[C:7]([Cl:15])=[C:8]([OH:13])[CH:9]=[C:10]([Cl:12])[CH:11]=1. Procedure: Boron tribromide as a 1 M solution in dichloromethane (41 mL, 41 mmol) was added to 1-bromo-2,5-dichloro-3-methoxybenzene (10.5 g, 41 mmol) in dichloromethane (100 mL) at −78° C. under N2. The reaction mixture was allowed to warm to room temperature, and after 21 hours, the mixture was poured into 100 g of ice, diluted with 100 g of water, and the organic layer separated. The aqueous layer was extracted with dichloromethane (200 mL) and the combined organic extracts were dried (MgSO4), filtered ... Starting materials: OC1=C(C=O)C=CC(=C1C)O (2,4-Dihydroxy-3-methylbenzaldehyde), O (Water), [BH3-]C#N.[Na+] (NaBH3CN), Cl (HCl). Solvent: C1CCOC1 (THF). Run at time 3 hour. Yields the product CC1=C(O)C=CC(=C1O)C (2,4-Dimethylresorcinol). Reaction SMILES: [OH:1][C:2]1[C:9]([CH3:10])=[C:8]([OH:11])[CH:7]=[CH:6][C:3]=1[CH:4]=O.[BH3-]C#N.[Na+].Cl.O>C1COCC1>[CH3:10][C:9]1[C:2]([OH:1])=[C:3]([CH3:4])[CH:6]=[CH:7][C:8]=1[OH:11] |f:1.2|. Reported procedure: To a solution of compound 8 (0.90 g, 5.9 mmol) and NaBH3CN (1.1 g, 17.7 mmol) in THF (36 mL) was slowly added 1 M HCl (17.7 mL) to keep pH of the mixture at 3. The mixture was stirred at room temperature for 3 h. Water (50 mL) was added, and then the mixture was extracted with diethyl ether (50 mL×3). The combined organic layers were dried over Na2SO4 and then evaporated. The obtained white powder (0.58 g, 70%) was used to next step without further purification. 1H-NMR (CDCl3, 400 MHz): δ6.85 (1... Starting materials: NC1=C(C(=O)OC)C=CC=C1N (methyl 2,3-diaminobenzoate), N1=CNC2=C1C=CC(=C2)C(=O)O (benzimidazole-5-carboxylic acid), ice water. As a reaction SMILES: [NH2:1][C:2]1[C:11]([NH2:12])=[CH:10][CH:9]=[CH:8][C:3]=1[C:4]([O:6]C)=[O:5].[N:13]1[C:17]2[CH:18]=[CH:19][C:20]([C:22](O)=O)=[CH:21][C:16]=2[NH:15][CH:14]=1>>[N:13]1[C:17]2[CH:18]=[CH:19][C:20]([C:22]3[NH:1][C:2]4[C:3]([C:4]([OH:6])=[O:5])=[CH:8][CH:9]=[CH:10][C:11]=4[N:12]=3)=[CH:21][C:16]=2[NH:15][CH:14]=1. Procedure: 2 g (12 mmol) of methyl 2,3-diaminobenzoate and 2 g (12 mmol) of benzimidazole-5-carboxylic acid were successively introduced into 70 ml of polyphosphoric acid preheated to 90° C. The mixture was then heated at 200° C. for 1 hour. The reaction mixture was subsequently cooled to 50 to 60° C. and poured cautiously into ice-water. The resulting precipitate was filtered off with suction and dried. 2.7 g of the product were obtained. The solvent is polyphosphoric acid. Reaction conditions: temperature 200 celsius. Yield: 80.9%. Yields the product N1=CNC2=C1C=CC(=C2)C=2NC1=C(N2)C=CC=C1C(=O)O (2-(Benzimidazol-5-yl)benzimidazole-4-carboxylic Acid).